Dataset: the Open Reaction Database (ORD), a public repository of structured organic reaction records. Task: describe an organic reaction: reactants, conditions, products, and yield The reactants are BrC1=C2CC(CC2=CC=C1F)O (4-bromo-5-fluoro-2,3-dihydro-1H-inden-2-ol), C1(=CC=CC=C1)C(=N)C1=CC=CC=C1 (diphenylmethanimine), C(=O)([O-])[O-].[Cs+].[Cs+] (Cs2CO3). The reagents and catalysts are C=1C=CC(=CC1)/C=C/C(=O)/C=C/C2=CC=CC=C2.C=1C=CC(=CC1)/C=C/C(=O)/C=C/C2=CC=CC=C2.C=1C=CC(=CC1)/C=C/C(=O)/C=C/C2=CC=CC=C2.[Pd].[Pd] (Pd2(dba)3), C1=CC=C(C=C1)P(C2=CC=CC=C2)C3=C(C4=CC=CC=C4C=C3)C5=C(C=CC6=CC=CC=C65)P(C7=CC=CC=C7)C8=CC=CC=C8 ((R)-(+)-2,2′-bis(diphenylphosphino)-1,1′-binaphthyl). Run in C1(=CC=CC=C1)C (toluene). Product: C1(=CC=CC=C1)C(C1=CC=CC=C1)=NC1=C2CC(CC2=CC=C1F)O (4-(diphenylmethyleneamino)-5-fluoro-2,3-dihydro-1H-inden-2-ol). Isolated yield 84.4%. RXN SMILES: Br[C:2]1[C:10]([F:11])=[CH:9][CH:8]=[C:7]2[C:3]=1[CH2:4][CH:5]([OH:12])[CH2:6]2.[C:13]1([C:19]([C:21]2[CH:26]=[CH:25][CH:24]=[CH:23][CH:22]=2)=[NH:20])[CH:18]=[CH:17][CH:16]=[CH:15][CH:14]=1.C([O-])([O-])=O.[Cs+].[Cs+]>C1(C)C=CC=CC=1.C1C=CC(/C=C/C(/C=C/C2C=CC=CC=2)=O)=CC=1.C1C=CC(/C=C/C(/C=C/C2C=CC=CC=2)=O)=CC=1.C1C=CC(/C=C/C(/C=C/C2C=CC=CC=2)=O)=CC=1.[Pd].[Pd].C1C=CC(P(C2C=CC3C(=CC=CC=3)C=2C2C3C(=CC=CC=3)C=CC=2P(C2C=CC=CC=2)C2C=CC=CC=2)C2C=CC=CC=2)=CC=1>[C:13]1([C:19](=[N:20][C:2]2[C:10]([F:11])=[CH:9][CH:8]=[C:7]3[C:3]=2[CH2:4][CH:5]([OH:12])[CH2:6]3)[C:21]2[CH:22]=[CH:23][CH:24]=[CH:25][CH:26]=2)[CH:18]=[CH:17][CH:16]=[CH:15][CH:14]=1 |f:2.3.4,6.7.8.9.10|. Procedure details: A solution of Example 25E (950 mg, 4.11 mmol), (R)-(+)-2,2′-bis(diphenylphosphino)-1,1′-binaphthyl (154 mg, 0.247 mmol), Pd2(dba)3 (11 mg, 0.12 mmol), diphenylmethanimine (1.09 mL, 6.17 mmol) and Cs2CO3 (335 mg, 10.3 mmol) in toluene (20 mL) was heated at 85° C. for 16 hours. The mixture was cooled to ambient temperature, filtered through a layer of Celite, and washed with diethyl ether (60 mL). The filtrate was concentrated under reduced pressure and the resulting residue was purified by silica... The reactants are CC(=O)O, O=C(Cc1ccc(F)cc1)c1ccncc1, O=N[O-], [Na+], O. Yields the product O=C(C(=NO)c1ccc(F)cc1)c1ccncc1. RXN SMILES: [CH3:21][C:22](=[O:23])[OH:24].[F:1][c:2]1[cH:3][cH:4][c:5]([CH2:8][C:9](=[O:10])[c:11]2[cH:12][cH:13][n:14][cH:15][cH:16]2)[cH:6][cH:7]1.[N:17](=[O:18])[O-:19].[Na+:20].[OH2:25]>>[F:1][c:2]1[cH:3][cH:4][c:5]([C:8]([C:9](=[O:10])[c:11]2[cH:12][cH:13][n:14][cH:15][cH:16]2)=[N:17][OH:18])[cH:6][cH:7]1. Starting materials: FC(C(=O)O)(F)F.ClC=1C(=C(C=CC1)[C@H]1[C@@H](N[C@H]([C@]1(C#N)C1=C(C=C(C=C1)Cl)F)CC(C)(C)C)C(=O)N[C@@H]1CC[C@H](CC1)N)F (rac-4-{[(2R,3S,4R,5S)-3-(3-Chloro-2-fluoro-phenyl)-4-(4-chloro-2-fluoro-phenyl)-4-cyano-5-(2,2-dimethyl-propyl)-pyrrolidine-2-carbonyl]-amino}-trans-cyclohexylamine trifluoroacetic acid salt), S(=O)(=O)(N)N (sulfamide). Run in C1CCOC1 (THF). Reaction conditions: temperature 110 celsius, time 25 minute. Yields the product ClC=1C(=C(C=CC1)[C@H]1[C@@H](N[C@H]([C@]1(C#N)C1=C(C=C(C=C1)Cl)F)CC(C)(C)C)C(=O)NC1CCN(CC1)S(=O)(=O)N)F (rac-4-{[(2R,3S,4R,5S)-3-(3-Chloro-2-fluoro-phenyl)-4-(4-chloro-2-fluoro-phenyl)-4-cyano-5-(2,2-dimethyl-propyl)-pyrrolidine-2-carbonyl]-amino}-piperidine-1-sulfonic acid amide). As a reaction SMILES: FC(F)(F)C(O)=O.[Cl:8][C:9]1[C:10]([F:45])=[C:11]([C@@H:15]2[C@:19]([C:22]3[CH:27]=[CH:26][C:25]([Cl:28])=[CH:24][C:23]=3[F:29])([C:20]#[N:21])[C@H:18]([CH2:30][C:31]([CH3:34])([CH3:33])[CH3:32])[NH:17][C@H:16]2[C:35]([NH:37][C@H:38]2[CH2:43][CH2:42][C@H](N)[CH2:40][CH2:39]2)=[O:36])[CH:12]=[CH:13][CH:14]=1.[S:46]([NH2:50])([NH2:49])(=[O:48])=[O:47]>C1COCC1>[Cl:8][C:9]1[C:10]([F:45])=[C:11]([C@@H:15]2[C@:19]([C:22]3[CH:27]=[CH:26][C:25]([Cl:28])=[CH:24][C:23]=3[F:29])([C:20]#[N:21])[C@H:18]([CH2:30][C:31]([CH3:34])([CH3:33])[CH3:32])[NH:17][C@H:16]2[C:35]([NH:37][CH:38]2[CH2:43][CH2:42][N:49]([S:46]([NH2:50])(=[O:48])=[O:47])[CH2:40][CH2:39]2)=[O:36])[CH:12]=[CH:13][CH:14]=1 |f:0.1|. Procedure: To a stirred solution of rac-4-{[(2R,3S,4R,5S)-3-(3-Chloro-2-fluoro-phenyl)-4-(4-chloro-2-fluoro-phenyl)-4-cyano-5-(2,2-dimethyl-propyl)-pyrrolidine-2-carbonyl]-amino}-trans-cyclohexylamine trifluoroacetic acid salt (50 mg, 0.091 mmol) in THF (3 mL), sulfamide (Aldrich, 40 mg, 0.416 mmol) was added and the mixture was stirred at 110° C. for 25 min. on microwave oven. The reaction was quenched with addition of water. The mixture was extracted with EtOAc (2×10 mL) and the extracts were dried with ... Reactants: N1=C(NC2=C1C=CC=C2)S(=O)CC=2C=CC=C1CC(CN(C21)CC)C(=O)OCC (8-(2-benzimidazolyl)sulfinylmethyl-1-ethyl-3-ethoxycarbonyl-1,2,3,4-tetrahydroquinoline), [OH-].[Na+] (sodium hydroxide). Run in CO (methanol). Conditions: time 2 hour. Product: N1=C(NC2=C1C=CC=C2)S(=O)CC=2C=CC=C1CC(CN(C21)CC)C(=O)O (8-(2-benzimidazolyl)sulfinylmethyl-1-ethyl-1,2,3,4-tetrahydroquinoline-3-carboxylic acid). As a reaction SMILES: [N:1]1[C:5]2[CH:6]=[CH:7][CH:8]=[CH:9][C:4]=2[NH:3][C:2]=1[S:10]([CH2:12][C:13]1[CH:14]=[CH:15][CH:16]=[C:17]2[C:22]=1[N:21]([CH2:23][CH3:24])[CH2:20][CH:19]([C:25]([O:27]CC)=[O:26])[CH2:18]2)=[O:11].[OH-].[Na+]>CO>[N:1]1[C:5]2[CH:6]=[CH:7][CH:8]=[CH:9][C:4]=2[NH:3][C:2]=1[S:10]([CH2:12][C:13]1[CH:14]=[CH:15][CH:16]=[C:17]2[C:22]=1[N:21]([CH2:23][CH3:24])[CH2:20][CH:19]([C:25]([OH:27])=[O:26])[CH2:18]2)=[O:11] |f:1.2|. Procedure: To a solution of 8-(2-benzimidazolyl)sulfinylmethyl-1-ethyl-3-ethoxycarbonyl-1,2,3,4-tetrahydroquinoline(0.4 g) in methanol (80 ml) was added sodium hydroxide (0.2 g) and the mixture was stirred for 2 hours at room temperature and furthermore refluxed for 3 hours. The solvent was distilled off under reduced pressure The resulting residue was dissolved in water, and the solution was adjusted to acidic with acetic acid. The precipitate was collected by filtration and recrystallized from methanol t... The reactants are N1=CC=CC=C1 (pyridine), [Si](C)(C)(C(C)(C)C)OC[C@@H]1C[C@H]([C@@H](O1)N1C(=O)NC(=O)C(=C1)C)O (5'-O-(t-butyldimethylsilyl)-5-methyl-3'-deoxyuridine), [Si](C)(C)(C(C)(C)C)C([C@@H]1C[C@H]([C@@H](O1)N1C(=O)NC(=O)C(=C1)C)O)O (5'-(t-butyldimethylsilyl)-5-methyl-3'-deoxy-uridine), C(C)(=O)OC(C)=O (acetic anhydride). Reagents/catalysts: [O-2].[O-2].[O-2].[Cr+6] (Chromium trioxide), [O-2].[O-2].[O-2].[Cr+6].N1=CC=CC=C1 (chromium trioxide pyridine). The solvent is C(Cl)Cl (methylene chloride), C(Cl)Cl (methylene chloride), C(C)(=O)OCC (ethyl acetate). Conditions: time 15 minute. The product is [Si](C)(C)(C(C)(C)C)OC[C@@H]1CC([C@@H](O1)N1C(=O)NC(=O)C(=C1)C)=O (5'-O-(t-Butyldimethylsilyl)-2',3'-dideoxy-5-methyl-2'-oxo-uridine). Isolated yield 59.6%. Reaction SMILES: N1C=CC=CC=1.[Si:7]([O:14][CH2:15][C@H:16]1[O:20][C@@H:19]([N:21]2[CH:28]=[C:27]([CH3:29])[C:25](=[O:26])[NH:24][C:22]2=[O:23])[C@H:18]([OH:30])[CH2:17]1)([C:10]([CH3:13])([CH3:12])[CH3:11])([CH3:9])[CH3:8].[Si](C(O)[C@H]1O[C@@H](N2C=C(C)C(=O)NC2=O)[C@H](O)C1)(C(C)(C)C)(C)C.C(OC(=O)C)(=O)C>C(Cl)Cl.C(OCC)(=O)C.[O-2].[O-2].[O-2].[Cr+6].[O-2].[O-2].[O-2].[Cr+6].N1C=CC=CC=1>[Si:7]([O:14][CH2:15][C@H:16]1[O:20][C@@H:19]([N:21]2[CH:28]=[C:27]([CH3:29])[C:25](=[O:26])[NH:24][C:22]2=[O:23])[C:18](=[O:30])[CH2:17]1)([C:10]([CH3:13])([CH3:11])[CH3:12])([CH3:8])[CH3:9] |f:6.7.8.9,10.11.12.13.14|. Procedure: Chromium trioxide (7.63 g, 76.3 mmol) was added to 150 mL of dry methylene chloride containing 12.059 g (152.6 mmol) of pyridine. The mixture was stirred for 15 minutes. In a separate flask, 793 mg (19.08 mmol) of 5'-O-(t-butyldimethylsilyl)-5-methyl-3'-deoxyuridine from Step 2 was dissolved in approximately 100 mL of methylene chloride. The chromium trioxide-pyridine solution was added to the solution of 5'-(t-butyldimethylsilyl)-5-methyl-3'-deoxy-uridine and 1.946 g (19.08 mmol) of acetic anhy... Starting materials: CC(CCC=1C=C(C=CC1O)C1=C(C=CC(=C1)OC)F)(C)C (3-(3,3-dimethylbutyl)-2′-fluoro-5′-methoxy-[1,1′-biphenyl]-4-ol), C1(=CC=CC=C1)P(C1=CC=CC=C1)C1=CC=CC=C1 (triphenylphosphine), C1(CC1)C(CC(=O)OCC)C1=CC(=CC=C1)CO (ethyl 3-cyclopropyl-3-(3-(hydroxymethyl)phenyl)propanoate), solution, N(=NC(=O)OCC)C(=O)OCC (diethyl azodicarboxylate). Run in C1CCOC1 (THF), C1(=CC=CC=C1)C (toluene). The product is C1(CC1)C(CC(=O)OCC)C1=CC(=CC=C1)COC1=C(C=C(C=C1)C1=C(C=CC(=C1)OC)F)CCC(C)(C)C (ethyl 3-cyclopropyl-3-(3-(((3-(3,3-dimethylbutyl)-2′-fluoro-5′-methoxy-[1,1′-biphenyl]-4-yl)oxy)methyl)phenyl)propanoate). The yield is 48.3%. RXN SMILES: [CH3:1][C:2]([CH3:22])([CH3:21])[CH2:3][CH2:4][C:5]1[CH:6]=[C:7]([C:12]2[CH:17]=[C:16]([O:18][CH3:19])[CH:15]=[CH:14][C:13]=2[F:20])[CH:8]=[CH:9][C:10]=1[OH:11].C1(P(C2C=CC=CC=2)C2C=CC=CC=2)C=CC=CC=1.[CH:42]1([CH:45]([C:52]2[CH:57]=[CH:56][CH:55]=[C:54]([CH2:58]O)[CH:53]=2)[CH2:46][C:47]([O:49][CH2:50][CH3:51])=[O:48])[CH2:44][CH2:43]1.N(C(OCC)=O)=NC(OCC)=O>C1COCC1.C1(C)C=CC=CC=1>[CH:42]1([CH:45]([C:52]2[CH:57]=[CH:56][CH:55]=[C:54]([CH2:58][O:11][C:10]3[CH:9]=[CH:8][C:7]([C:12]4[CH:17]=[C:16]([O:18][CH3:19])[CH:15]=[CH:14][C:13]=4[F:20])=[CH:6][C:5]=3[CH2:4][CH2:3][C:2]([CH3:22])([CH3:21])[CH3:1])[CH:53]=2)[CH2:46][C:47]([O:49][CH2:50][CH3:51])=[O:48])[CH2:44][CH2:43]1. Procedure: To a solution of 3-(3,3-dimethylbutyl)-2′-fluoro-5′-methoxy-[1,1′-biphenyl]-4-ol (200 mg) in THF (5.0 mL) were added triphenylphosphine (260 mg), ethyl 3-cyclopropyl-3-(3-(hydroxymethyl)phenyl)propanoate (246 mg) and a 40% solution of diethyl azodicarboxylate in toluene (400 μL), and the reaction mixture was stirred at room temperature for 2 hr. The reaction mixture was concentrated under reduced pressure and the residue was purified by silica gel column chromatography (ethyl acetate/hexane) to ...